describe an organic reaction: reactants, conditions, products, and yield From a dataset of the Open Reaction Database (ORD), a public repository of structured organic reaction records. The solvent is C(C)(=O)OCC (ethyl acetate). RXN SMILES: S([O-])(O[O-])(=O)=[O:2].[K+].[K+].[CH3:9][S:10][C:11]1[CH:12]=[CH:13][C:14]2[O:20][CH2:19][CH2:18][C:17]([C:21]([O:23][CH2:24][CH3:25])=[O:22])=[CH:16][C:15]=2[CH:26]=1.[OH2:27]>S([O-])(O)(=O)=O.C([N+](CCCC)(CCCC)CCCC)CCC.C(OCC)(=O)C>[CH3:9][S:10]([C:11]1[CH:12]=[CH:13][C:14]2[O:20][CH2:19][CH2:18][C:17]([C:21]([O:23][CH2:24][CH3:25])=[O:22])=[CH:16][C:15]=2[CH:26]=1)(=[O:2])=[O:27] |f:0.1.2,5.6|. The reagents and catalysts are S(=O)(=O)(O)[O-].C(CCC)[N+](CCCC)(CCCC)CCCC (tetrabutylammonium hydrogen sulfate). Starting materials: S(=O)(=O)(O[O-])[O-].[K+].[K+] (potassium peroxymonosulfate), CSC=1C=CC2=C(C=C(CCO2)C(=O)OCC)C1 (ethyl 2,3-dihydro-7-methylthio-1-benzoxepin-4-carboxylate), O (water), O (water). Procedure: A solution of potassium peroxymonosulfate (4.1 g) in water (21 ml) was added dropwise to a mixture of ethyl 2,3-dihydro-7-methylthio-1-benzoxepin-4-carboxylate (0.8 g) and tetrabutylammonium hydrogen sulfate (0.2 g) in ethyl acetate (8 ml) and water (4 ml) at ambient temperature and the mixture was stirred at the same temperature for 3 hours. The separated organic layer was washed with 10% aqueous sodium thiosulfate. The organic layer was washed with water, dried over magnesium sulfate and evapo... Reaction conditions: time 3 hour. The product is CS(=O)(=O)C=1C=CC2=C(C=C(CCO2)C(=O)OCC)C1 (ethyl 2,3-dihydro-7-methanesulfonyl-1-benzoxepin-4-carboxylate).